This data is from the Open Reaction Database (ORD), a public repository of structured organic reaction records. The task is: describe an organic reaction: reactants, conditions, products, and yield Reactants: FC=1C=C(CN2N=CC3=CC(=CC=C23)NC2=NC=NC3=CC=C(C=C23)C#CCNC(OC2=CC=CC=C2)=NC#N)C=CC1 (1-(3-{4-[1-(3-Fluoro-benzyl)-1H-indazol-5-ylamino]-quinazolin-6-yl}-prop-2-ynyl)-2-phenyl-3-cyano-isourea), CC(C)O (i-PrOH), N1CCOCC1 (Morpholine). The solvent is C1CCOC1 (THF). Reaction conditions: temperature 80 celsius. Yields the product C(#N)NC(=NCC#CC=1C=C2C(=NC=NC2=CC1)NC=1C=C2C=NN(C2=CC1)CC1=CC(=CC=C1)F)N1CCOCC1 (N-cyano-N′-(3-{4-[1-(3-Fluoro-benzyl)-1H-indazol-5-ylamino]-quinazolin-6-yl}-prop-2-ynyl)-morpholine-4-carboxamidine). The yield is 20.1%. Reaction SMILES: [F:1][C:2]1[CH:3]=[C:4]([CH:41]=[CH:42][CH:43]=1)[CH2:5][N:6]1[C:14]2[C:9](=[CH:10][C:11]([NH:15][C:16]3[C:25]4[C:20](=[CH:21][CH:22]=[C:23]([C:26]#[C:27][CH2:28][NH:29][C:30](=[N:38][C:39]#[N:40])OC5C=CC=CC=5)[CH:24]=4)[N:19]=[CH:18][N:17]=3)=[CH:12][CH:13]=2)[CH:8]=[N:7]1.CC(O)C.[NH:48]1[CH2:53][CH2:52][O:51][CH2:50][CH2:49]1>C1COCC1>[C:39]([NH:38][C:30]([N:48]1[CH2:53][CH2:52][O:51][CH2:50][CH2:49]1)=[N:29][CH2:28][C:27]#[C:26][C:23]1[CH:24]=[C:25]2[C:20](=[CH:21][CH:22]=1)[N:19]=[CH:18][N:17]=[C:16]2[NH:15][C:11]1[CH:10]=[C:9]2[C:14](=[CH:13][CH:12]=1)[N:6]([CH2:5][C:4]1[CH:41]=[CH:42][CH:43]=[C:2]([F:1])[CH:3]=1)[N:7]=[CH:8]2)#[N:40]. Reported procedure: Material from step F (9 mg, 0.016 mmol) is placed in a reaction vial and dissolved in 2 ml of a 1:1 THF:i-PrOH mixture. Morpholine (0.08 mmol) is added at r.t, and the sealed vial is heated in an oil bath at 80° C. Reaction progress at 80° C. is followed by LC/MS, and the reaction is stopped after reaching 90% conversion (3 hours). Chromatography of the crude on silica (MeOH/EtOAc) affords pure desired product (1.8 mg, 20%). MS ESI (+) m/z 560 (M+1) detected; 1H NMR (400 MHz, deuterated acetone ... Starting materials: S(=S)(=O)([O-])[O-].[Na+].[Na+] (sodium thiosulfate), FC(C(O)C1=C(C=CC=C1)NC(=O)C=1OC=CC1)(F)F (N-[2-(2,2,2-trifluoro-1-hydroxyethyl)phenyl]furan-2-carboxamide), CC(=O)OI1(C2=CC=CC=C2C(=O)O1)(OC(=O)C)OC(=O)C (1,1,1-triacetoxy-1,1-dihydro-1,2-benziodoxyl-3(1H)-one), C(=O)(O)[O-].[Na+] (NaHCO3). Run in C(C)(C)(C)O (tert-butanol), C(Cl)Cl (methylene chloride). Reaction conditions: time 18 hour. The product is FC(C(=O)C1=C(C=CC=C1)NC(=O)C=1OC=CC1)(F)F (N-[2-(2,2,2-trifluoro-1-oxoethyl)phenyl]furan-2-carboxamide). Reaction SMILES: [F:1][C:2]([F:20])([F:19])[CH:3]([C:5]1[CH:10]=[CH:9][CH:8]=[CH:7][C:6]=1[NH:11][C:12]([C:14]1[O:15][CH:16]=[CH:17][CH:18]=1)=[O:13])[OH:4].CC(OI1(OC(C)=O)(OC(C)=O)OC(=O)C2C1=CC=CC=2)=O.C([O-])(O)=O.[Na+].S([O-])([O-])(=O)=S.[Na+].[Na+]>C(O)(C)(C)C.C(Cl)Cl>[F:20][C:2]([F:1])([F:19])[C:3]([C:5]1[CH:10]=[CH:9][CH:8]=[CH:7][C:6]=1[NH:11][C:12]([C:14]1[O:15][CH:16]=[CH:17][CH:18]=1)=[O:13])=[O:4] |f:2.3,4.5.6|. Procedure: To a solution of N-[2-(2,2,2-trifluoro-1-hydroxyethyl)phenyl]furan-2-carboxamide from Step 3 (336 mg, 1.18 mmol) and methylene chloride (31 mL) was added 1,1,1-triacetoxy-1,1-dihydro-1,2-benziodoxyl-3(1H)-one (2.00 g, 4.72 mmol), followed by tert-butanol (3.1 mL) under an argon atmosphere at 23° C. After 18 h, sat'd NaHCO3 (31 mL) was added followed by solid sodium thiosulfate (5.20 g, 32.9 mmol). After 1 h at 23° C., the organic layer was separated from the aqueous. The aqueous layer was extrac...